Dataset: the Open Reaction Database (ORD), a public repository of structured organic reaction records. Task: describe an organic reaction: reactants, conditions, products, and yield Reactants: NC1=C(C=C(C=C1)Br)S(=O)(=O)N (2-amino-5-bromobenzenesulfonamide), C(C1=CC=CC=C1)N1C(C(=C(C2=CC=CN=C12)O)C(=O)OCC)=O (ethyl 1-benzyl-4-hydroxy-2-oxo-1,2-dihydro-1,8-naphthyridine-3-carboxylate), NC=1C(=NC=CC1)S(=O)(=O)N ((3-amino-pyrid-2-yl)sulfonamide). The product is NS(=O)(=O)C1=NC=CC=C1NC(=O)C=1C(N(C2=CC=CC=C2C1O)CC1=CC=CC=C1)=O (N-[2-(aminosulfonyl)pyridin-3-yl]-1-benzyl-4-hydroxy-2-oxo-1,2-dihydroquinoline-3-carboxamide), crude product. Reaction SMILES: [CH2:1]([N:8]1C2C(=CC=CN=2)[C:11]([OH:18])=[C:10]([C:19](OCC)=[O:20])[C:9]1=[O:24])[C:2]1[CH:7]=[CH:6][CH:5]=[CH:4][CH:3]=1.[NH2:25][C:26]1[C:27]([S:32]([NH2:35])(=[O:34])=[O:33])=[N:28][CH:29]=[CH:30][CH:31]=1.N[C:37]1[CH:42]=[CH:41][C:40](Br)=[CH:39][C:38]=1S(N)(=O)=O>>[NH2:35][S:32]([C:27]1[C:26]([NH:25][C:19]([C:10]2[C:9](=[O:24])[N:8]([CH2:1][C:2]3[CH:7]=[CH:6][CH:5]=[CH:4][CH:3]=3)[C:37]3[C:42]([C:11]=2[OH:18])=[CH:41][CH:40]=[CH:39][CH:38]=3)=[O:20])=[CH:31][CH:30]=[CH:29][N:28]=1)(=[O:34])=[O:33]. Reported procedure: The title compound was prepared according to the procedure of Example 84C substituting the product of Example 99A for the product of Example 84B and substituting (3-amino-pyrid-2-yl)sulfonamide for 2-amino-5-bromobenzenesulfonamide to give the crude product as an off white solid. Starting materials: C1(=CC=CC=C1)C (toluene), FC1=CC=C(/C(/NO)=N\[H])C=C1 ((E)-4-fluoro-N-hydroxybenzimidamide), O=C1N2C(=NC3=CC(=CC=C13)C(=O)O)CCCCCC2 (13-oxo-7,8,9,10,11,13-hexahydro-6H-azocino[2,1-b]quinazoline-3-carboxylic acid). Solvent: N1=CC=CC=C1 (pyridine), O=S(Cl)Cl (SOCl2). Conditions: time 0.5 hour. Product: FC1=CC=C(C=C1)C1=NOC(=N1)C1=CC=C2C(N3C(=NC2=C1)CCCCCC3)=O (3-(3-(4-fluorophenyl)-1,2,4-oxadiazol-5-yl)-8,9,10,11-tetrahydro-6H-azocino[2,1-b]quinazolin-13(7H)-one). Isolated yield 11.9%. RXN SMILES: [O:1]=[C:2]1[C:11]2[C:6](=[CH:7][C:8]([C:12](O)=[O:13])=[CH:9][CH:10]=2)[N:5]=[C:4]2[CH2:15][CH2:16][CH2:17][CH2:18][CH2:19][CH2:20][N:3]12.C1(C)C=CC=CC=1.[F:28][C:29]1[CH:39]=[CH:38][C:32](/[C:33](=[N:36]\[H])/[NH:34]O)=[CH:31][CH:30]=1>O=S(Cl)Cl.N1C=CC=CC=1>[F:28][C:29]1[CH:39]=[CH:38][C:32]([C:33]2[N:36]=[C:12]([C:8]3[CH:7]=[C:6]4[C:11]([C:2](=[O:1])[N:3]5[CH2:20][CH2:19][CH2:18][CH2:17][CH2:16][CH2:15][C:4]5=[N:5]4)=[CH:10][CH:9]=3)[O:13][N:34]=2)=[CH:31][CH:30]=1. Procedure details: A solution of 13-oxo-7,8,9,10,11,13-hexahydro-6H-azocino[2,1-b]quinazoline-3-carboxylic acid (75 mg, 0.28 mmol) in SOCl2 (3 mL) was stirred at reflux for 0.5 h. The excess SOCl2 was removed and the residue was diluted with toluene (5 mL). The toluene solution was added dropwise to a solution of (E)-4-fluoro-N-hydroxybenzimidamide (51 mg, 0.33 mmol) in pyridine (2 mL). After stirring at room temperature for 0.5 h, the mixture was heated and kept at 60° C. overnight. The reaction mixture was conce... Reactants: NC=1C(=C(C(=O)OCC)C=CC1)NCC1=CC=C(C=C1)C1=C(C=CC=C1)C#N (ethyl 3-amino-2-[(2'-cyanobiphenyl-4-yl)methyl]aminobenzoate), C([S-])(OCC)=S.[Na+] (sodium O-ethyl dithiocarbonate). Run in C(C)O (ethanol). The product is C(#N)C1=C(C=CC=C1)C1=CC=C(C=C1)CN1C(=NC2=C1C(=CC=C2)C(=O)OCC)S (Ethyl 1-[(2'-cyanobiphenyl-4-yl)methyl]-2-mercaptobenzimidazole-7-carboxylate). Isolated yield 80.2%. As a reaction SMILES: [NH2:1][C:2]1[C:3]([NH:13][CH2:14][C:15]2[CH:20]=[CH:19][C:18]([C:21]3[CH:26]=[CH:25][CH:24]=[CH:23][C:22]=3[C:27]#[N:28])=[CH:17][CH:16]=2)=[C:4]([CH:10]=[CH:11][CH:12]=1)[C:5]([O:7][CH2:8][CH3:9])=[O:6].[C:29](=S)(OCC)[S-:30].[Na+]>C(O)C>[C:27]([C:22]1[CH:23]=[CH:24][CH:25]=[CH:26][C:21]=1[C:18]1[CH:19]=[CH:20][C:15]([CH2:14][N:13]2[C:3]3[C:4]([C:5]([O:7][CH2:8][CH3:9])=[O:6])=[CH:10][CH:11]=[CH:12][C:2]=3[N:1]=[C:29]2[SH:30])=[CH:16][CH:17]=1)#[N:28] |f:1.2|. Procedure: A mixture of ethyl 3-amino-2-[(2'-cyanobiphenyl-4-yl)methyl]aminobenzoate (5.6 g) and sodium O-ethyl dithiocarbonate (7.3 g) in ethanol (50 ml) was heated for 8 hours under reflux. The reaction mixture was concentrated and the residue was dissolved in water. The solution was adjusted to pH 3-4 with hydrochloric acid. Precipitating crystals were collected by filtration, followed by recrystallization from ethanol to afford yellow crystals (5.0 g, 80%), m.p. 225°-227° C.